Task: describe an organic reaction: reactants, conditions, products, and yield. Dataset: the Open Reaction Database (ORD), a public repository of structured organic reaction records The reactants are C(C)OC(=O)C=1SC(=C(C1)C1=CC=CC=C1)C(F)(F)F (4-phenyl-5-trifluoromethyl-thiophene-2-carboxylic acid ethyl ester). Procedure details: A solution of 4-phenyl-5-trifluoromethyl-thiophene-2-carboxylic acid ethyl ester (750 mg, 2.50 mmol) in ethanol (12 mL) and 2 N aq. LiOH (6 mL) is stirred at 65° C. for 2 h. The reaction mixture is cooled to rt, diluted with water (60 mL) and extracted with DCM (50 mL). The aq. phase is acidified by adding 2 N aq. HCl (7 mL) and extracted twice with DCM (2×50 mL). These organic extracts are combined, washed with sat. aq. NaHCO3, dried over Na2SO4, evaporated and dried under high vacuum to give 4... RXN SMILES: C([O:3][C:4]([C:6]1[S:7][C:8]([C:17]([F:20])([F:19])[F:18])=[C:9]([C:11]2[CH:16]=[CH:15][CH:14]=[CH:13][CH:12]=2)[CH:10]=1)=[O:5])C>C(O)C.[Li+].[OH-].O>[C:11]1([C:9]2[CH:10]=[C:6]([C:4]([OH:5])=[O:3])[S:7][C:8]=2[C:17]([F:19])([F:20])[F:18])[CH:12]=[CH:13][CH:14]=[CH:15][CH:16]=1 |f:2.3|. Yield: 98.4%. Run in C(C)O (ethanol), [Li+].[OH-] (LiOH), O (water). The product is C1(=CC=CC=C1)C=1C=C(SC1C(F)(F)F)C(=O)O (4-phenyl-5-trifluoromethyl-thiophene-2-carboxylic acid). Yield: 11.6%. Run in CO (methanol), C1(=CC=CC=C1)C (Toluene). The product is CN(C)CC1CCN(CC1)C=1C=C(C=2C=NN(C2C1)C(C)C)C(=O)OC (Methyl 6-(4-((dimethylamino)methyl)piperidin-1-yl)-1-isopropyl-1H-indazole-4-carboxylate). Reaction conditions: temperature 115 celsius, time 15 hour. Reaction SMILES: Br[C:2]1[CH:3]=[C:4]([C:14]([O:16][CH3:17])=[O:15])[C:5]2[CH:6]=[N:7][N:8]([CH:11]([CH3:13])[CH3:12])[C:9]=2[CH:10]=1.[CH3:18][N:19]([CH3:27])[CH2:20][CH:21]1[CH2:26][CH2:25][NH:24][CH2:23][CH2:22]1.C(=O)([O-])[O-].[Cs+].[Cs+].N#N.C1C=CC(P(C2C(C3C(P(C4C=CC=CC=4)C4C=CC=CC=4)=CC=C4C=3C=CC=C4)=C3C(C=CC=C3)=CC=2)C2C=CC=CC=2)=CC=1>CO.C1C=CC(/C=C/C(/C=C/C2C=CC=CC=2)=O)=CC=1.C1C=CC(/C=C/C(/C=C/C2C=CC=CC=2)=O)=CC=1.C1C=CC(/C=C/C(/C=C/C2C=CC=CC=2)=O)=CC=1.[Pd].[Pd].C1(C)C=CC=CC=1>[CH3:18][N:19]([CH2:20][CH:21]1[CH2:26][CH2:25][N:24]([C:2]2[CH:3]=[C:4]([C:14]([O:16][CH3:17])=[O:15])[C:5]3[CH:6]=[N:7][N:8]([CH:11]([CH3:13])[CH3:12])[C:9]=3[CH:10]=2)[CH2:23][CH2:22]1)[CH3:27] |f:2.3.4,8.9.10.11.12|. The reactants are BrC=1C=C(C=2C=NN(C2C1)C(C)C)C(=O)OC (methyl 6-bromo-1-(1-methylethyl)-1H-indazole-4-carboxylate), CN(CC1CCNCC1)C (N,N-dimethyl-1-(4-piperidinyl)methanamine), C([O-])([O-])=O.[Cs+].[Cs+] (cesium carbonate), N#N (N2), C=1C=CC(=CC1)P(C=2C=CC=CC2)C3=CC=C4C=CC=CC4=C3C5=C6C=CC=CC6=CC=C5P(C=7C=CC=CC7)C=8C=CC=CC8 (BINAP). Procedure details: To a 10-mL microwave tube were added methyl 6-bromo-1-(1-methylethyl)-1H-indazole-4-carboxylate (250 mg, 0.841 mmol), N,N-dimethyl-1-(4-piperidinyl)methanamine (132 mg, 0.925 mmol), Toluene (3 mL), and cesium carbonate (411 mg, 1.262 mmol), and the mixture was degassed for 5 min by bubbling N2 through BINAP (79 mg, 0.126 mmol) and Pd2(dba)3 (38.5 mg, 0.042 mmol) were added. The tube was sealed and the mixture was heated at 115° C. with stirring for 15 h. The mixture was diluted with methanol (5 ... Reagents/catalysts: C=1C=CC(=CC1)/C=C/C(=O)/C=C/C2=CC=CC=C2.C=1C=CC(=CC1)/C=C/C(=O)/C=C/C2=CC=CC=C2.C=1C=CC(=CC1)/C=C/C(=O)/C=C/C2=CC=CC=C2.[Pd].[Pd] (Pd2(dba)3). Reactants: E9, FC=1C=C(C=CC1OC=1C=NC(=NC1)C(F)(F)F)CO ((3-fluoro-4-((2-(trifluoromethyl)pyrimidin-5-yl)oxy)phenyl)methanol), ClC=1C=C2N(C(N1)=O)C[C@@H](N2C)C ((S)-7-chloro-1,2-dimethyl-2,3-dihydroimidazo[1,2-c]pyrimidin-5(1H)-one). Yields the product FC=1C=C(COC=2C=C3N(C(N2)=O)C[C@@H](N3C)C)C=CC1OC=1C=NC(=NC1)C(F)(F)F ((S)-7-((3-fluoro-4-((2-(trifluoromethyl)pyrimidin-5-yl)oxy)benzyl)oxy)-1,2-dimethyl 2,3-dihydroimidazo[1,2-c]pyrimidin-5(1H)-one). RXN SMILES: [F:1][C:2]1[CH:3]=[C:4]([CH2:19][OH:20])[CH:5]=[CH:6][C:7]=1[O:8][C:9]1[CH:10]=[N:11][C:12]([C:15]([F:18])([F:17])[F:16])=[N:13][CH:14]=1.Cl[C:22]1[CH:23]=[C:24]2[N:31]([CH3:32])[C@@H:30]([CH3:33])[CH2:29][N:25]2[C:26](=[O:28])[N:27]=1>>[F:1][C:2]1[CH:3]=[C:4]([CH:5]=[CH:6][C:7]=1[O:8][C:9]1[CH:14]=[N:13][C:12]([C:15]([F:17])([F:18])[F:16])=[N:11][CH:10]=1)[CH2:19][O:20][C:22]1[CH:23]=[C:24]2[N:31]([CH3:32])[C@@H:30]([CH3:33])[CH2:29][N:25]2[C:26](=[O:28])[N:27]=1. Procedure details: The title compound was prepared by a procedure similar to that described for E9 starting from (3-fluoro-4-((2-(trifluoromethyl)pyrimidin-5-yl)oxy)phenyl)methanol and (S)-7-chloro-1,2-dimethyl-2,3-dihydroimidazo[1,2-c]pyrimidin-5(1H)-one. The reactants are CCOC(=O)c1ccc2c(c1)CC(C)(C)C(c1cccc(N3CC(C)OC(C)C3)c1)N2, CO, Cl, [Na+], C1CCOC1, [OH-], O. The product is CC1CN(c2cccc(C3Nc4ccc(C(=O)O)cc4CC3(C)C)c2)CC(C)O1. Reaction SMILES: [CH2:1]([CH3:2])[O:3][C:4](=[O:5])[c:6]1[cH:7][c:8]2[c:13]([cH:14][cH:15]1)[NH:12][CH:11]([c:16]1[cH:17][c:18]([N:22]3[CH2:23][CH:24]([CH3:29])[O:25][CH:26]([CH3:28])[CH2:27]3)[cH:19][cH:20][cH:21]1)[C:10]([CH3:30])([CH3:31])[CH2:9]2.[CH3:35][OH:36].[ClH:34].[Na+:33].[O:37]1[CH2:38][CH2:39][CH2:40][CH2:41]1.[OH-:32].[OH2:42]>>[O:3]=[C:4]([OH:5])[c:6]1[cH:7][c:8]2[c:13]([cH:14][cH:15]1)[NH:12][CH:11]([c:16]1[cH:17][c:18]([N:22]3[CH2:23][CH:24]([CH3:29])[O:25][CH:26]([CH3:28])[CH2:27]3)[cH:19][cH:20][cH:21]1)[C:10]([CH3:30])([CH3:31])[CH2:9]2.